This data is from the Open Reaction Database (ORD), a public repository of structured organic reaction records. The task is: describe an organic reaction: reactants, conditions, products, and yield Starting materials: C1(CCCC1)NC1=NC(=NC=2N1N=C(C2)C2=CC=CC=C2)SC (N-Cyclopentyl-2-(methylsulfanyl)-7-phenylpyrazolo[1,5-a][1,3,5]triazin-4-amine), BrN1C(CCC1=O)=O (N-bromosuccinimide). The solvent is ClCCl (dichloromethane), ClCCl (dichloromethane). Conditions: time 30 minute. The product is BrC=1C(=NN2C1N=C(N=C2NC2CCCC2)SC)C2=CC=CC=C2 (8-bromo-N-cyclopentyl-2-(methylsulfanyl)-7-phenylpyrazolo[1,5-a][1,3,5]triazin-4-amine). The yield is 82.4%. As a reaction SMILES: [CH:1]1([NH:6][C:7]2[N:12]3[N:13]=[C:14]([C:16]4[CH:21]=[CH:20][CH:19]=[CH:18][CH:17]=4)[CH:15]=[C:11]3[N:10]=[C:9]([S:22][CH3:23])[N:8]=2)[CH2:5][CH2:4][CH2:3][CH2:2]1.[Br:24]N1C(=O)CCC1=O>ClCCl>[Br:24][C:15]1[C:14]([C:16]2[CH:21]=[CH:20][CH:19]=[CH:18][CH:17]=2)=[N:13][N:12]2[C:7]([NH:6][CH:1]3[CH2:5][CH2:4][CH2:3][CH2:2]3)=[N:8][C:9]([S:22][CH3:23])=[N:10][C:11]=12. Procedure details: N-Cyclopentyl-2-(methylsulfanyl)-7-phenylpyrazolo[1,5-a][1,3,5]triazin-4-amine (0.49 g, 1.5 mmol) was dissolved in dichloromethane. To this solution was added N-bromosuccinimide (330 mg, 1.85 mmol) and the resulting solution was stirred at room temperature for 30 minutes. Additional dichloromethane was added and the reaction mixture was extracted with 1N aqueous sodium hydroxide and with water. The organic phase was dried (magnesium sulfate), filtered and concentrated to give a solid. This solid...